The task is: describe an organic reaction: reactants, conditions, products, and yield. This data is from the Open Reaction Database (ORD), a public repository of structured organic reaction records. Starting materials: OB1OC(C2=C1C=C(C=C2)CNC(OC(C)(C)C)=O)(C)C (tert-butyl ((1-hydroxy-3,3-dimethyl-1,3-dihydrobenzo[c][1,2]oxaborol-6-yl)methyl)carbamate), Cl (HCl). The solvent is CO (methanol). Run at time 16 hour. Yields the product Cl.NCC=1C=CC2=C(B(OC2(C)C)O)C1 (6-(aminomethyl)-3,3-dimethylbenzo[c][1,2]oxaborol-1(3H)-ol hydrochloride). Isolated yield 50.1%. As a reaction SMILES: [OH:1][B:2]1[C:6]2[CH:7]=[C:8]([CH2:11][NH:12]C(=O)OC(C)(C)C)[CH:9]=[CH:10][C:5]=2[C:4]([CH3:21])([CH3:20])[O:3]1.[ClH:22]>CO>[ClH:22].[NH2:12][CH2:11][C:8]1[CH:9]=[CH:10][C:5]2[C:4]([CH3:21])([CH3:20])[O:3][B:2]([OH:1])[C:6]=2[CH:7]=1 |f:3.4|. Procedure details: To a solution of tert-butyl ((1-hydroxy-3,3-dimethyl-1,3-dihydrobenzo[c][1,2]oxaborol-6-yl)methyl)carbamate (13.15 mmol) in methanol (100 mL) was added HCl (20 mL, 65.75 mmol). The reaction mixture was stirred for 16 h at rt. The solvent was removed to give 6-(aminomethyl)-3,3-dimethylbenzo[c][1,2]oxaborol-1(3H)-ol hydrochloride (1.5 g; yield 50% over 4 steps). MS: m/z=192.1 (M+1, ESI+).